From a dataset of the Open Reaction Database (ORD), a public repository of structured organic reaction records. describe an organic reaction: reactants, conditions, products, and yield Reactants: O=c1[nH]cc(Cl)cc1Br, O=C([O-])[O-], COCCOC, CI, [K+], [K+]. Product: Cn1cc(Cl)cc(Br)c1=O. RXN SMILES: [Br:1][c:2]1[c:3](=[O:9])[nH:4][cH:5][c:6]([Cl:8])[cH:7]1.[C:10](=[O:11])([O-:12])[O-:13].[CH3:18][O:19][CH2:20][CH2:21][O:22][CH3:23].[I:16][CH3:17].[K+:14].[K+:15]>>[Br:1][c:2]1[c:3](=[O:9])[n:4]([CH3:10])[cH:5][c:6]([Cl:8])[cH:7]1. The reactants are Cl.CC1(OB(OC1(C)C)C1=CC=C(C=C1)N1CCNCC1)C (1-(4-(4,4,5,5-tetramethyl-1,3,2-dioxaborolan-2-yl)phenyl) piperazine hydrochloride), C([O-])([O-])=O.[Cs+].[Cs+] (cesiumcarbonate), C(C)(=O)Cl (acetyl chloride). Run in C1CCOC1 (THF). Run at time 8 hour. Yields the product CC1(OB(OC1(C)C)C1=CC=C(C=C1)N1CCN(CC1)C(C)=O)C (1-(4-(4-(4,4,5,5-tetramethyl-1,3,2-dioxaborolan-2-yl)phenyl)piperazin-1-yl)ethanone). As a reaction SMILES: Cl.[CH3:2][C:3]1([CH3:22])[C:7]([CH3:9])([CH3:8])[O:6][B:5]([C:10]2[CH:15]=[CH:14][C:13]([N:16]3[CH2:21][CH2:20][NH:19][CH2:18][CH2:17]3)=[CH:12][CH:11]=2)[O:4]1.C(=O)([O-])[O-].[Cs+].[Cs+].[C:29](Cl)(=[O:31])[CH3:30]>C1COCC1>[CH3:9][C:7]1([CH3:8])[C:3]([CH3:22])([CH3:2])[O:4][B:5]([C:10]2[CH:11]=[CH:12][C:13]([N:16]3[CH2:17][CH2:18][N:19]([C:29](=[O:31])[CH3:30])[CH2:20][CH2:21]3)=[CH:14][CH:15]=2)[O:6]1 |f:0.1,2.3.4|. Procedure: To a solution of 1-(4-(4,4,5,5-tetramethyl-1,3,2-dioxaborolan-2-yl)phenyl) piperazine hydrochloride (419 mg, 1.29 mmol) and cesiumcarbonate (1.27 g, 3.9 mmol) in THF (30 mL) was added acetyl chloride (0.5 mL, 6.5 mmol). Then the mixture was stirred at room temperature overnight, extracted with EA, washed with NaHCO3 solution and brine. The organic solution was concentrated and purified by flash column chromatography, eluting with PE/EA, to give product as a white solid. MS (m/z): 331 (M+H)+. Reactants: [Br-], C[Mg+], CC(CC(N)=O)c1ccc(C2CCCCC2)c(Cl)c1. Yields the product CC(=O)CC(C)c1ccc(C2CCCCC2)c(Cl)c1. As a reaction SMILES: [Br-:20].[CH3:21][Mg+:22].[Cl:1][c:2]1[cH:3][c:4]([CH:14]([CH2:15][C:16](=[O:17])[NH2:18])[CH3:19])[cH:5][cH:6][c:7]1[CH:8]1[CH2:9][CH2:10][CH2:11][CH2:12][CH2:13]1>>[Cl:1][c:2]1[cH:3][c:4]([CH:14]([CH2:15][C:16](=[O:17])[CH3:21])[CH3:19])[cH:5][cH:6][c:7]1[CH:8]1[CH2:9][CH2:10][CH2:11][CH2:12][CH2:13]1. Reactants: CC1=CC(=NO1)C(=O)O (5-Methylisoxazole-3-carboxylic acid), NCCC=1N=C(N(C1)C(C1=CC=CC=C1)(C1=CC=CC=C1)C1=CC=CC=C1)F (4-(2-aminoethyl)-2-fluoro-1-triphenylmethylimidazole), anhydride, material. Yields the product FC=1N(C=C(N1)CCNC(=O)C1=NOC(=C1)C)C(C1=CC=CC=C1)(C1=CC=CC=C1)C1=CC=CC=C1 (2-fluoro-4-[2-(5-methylisoxazole-3-carboxamido)ethyl]-1-triphenylmethylimidazole). As a reaction SMILES: [CH3:1][C:2]1[O:6][N:5]=[C:4]([C:7]([OH:9])=O)[CH:3]=1.[NH2:10][CH2:11][CH2:12][C:13]1[N:14]=[C:15]([F:37])[N:16]([C:18]([C:31]2[CH:36]=[CH:35][CH:34]=[CH:33][CH:32]=2)([C:25]2[CH:30]=[CH:29][CH:28]=[CH:27][CH:26]=2)[C:19]2[CH:24]=[CH:23][CH:22]=[CH:21][CH:20]=2)[CH:17]=1>>[F:37][C:15]1[N:16]([C:18]([C:25]2[CH:30]=[CH:29][CH:28]=[CH:27][CH:26]=2)([C:19]2[CH:20]=[CH:21][CH:22]=[CH:23][CH:24]=2)[C:31]2[CH:36]=[CH:35][CH:34]=[CH:33][CH:32]=2)[CH:17]=[C:13]([CH2:12][CH2:11][NH:10][C:7]([C:4]2[CH:3]=[C:2]([CH3:1])[O:6][N:5]=2)=[O:9])[N:14]=1. Procedure details: 5-Methylisoxazole-3-carboxylic acid and 4-(2-aminoethyl)-2-fluoro-1-triphenylmethylimidazole were reacted by the mixed anhydride procedure described for the starting material of Example 24, to give 2-fluoro-4-[2-(5-methylisoxazole-3-carboxamido)ethyl]-1-triphenylmethylimidazole. It had the following n.m.r. spectrum in d6DMSO: 2.5 (s, 3H); 2.7 (t, 2H); 3.7 (q, 2H); 6.3 (s, 1H); 6.4 (s, 1H); 7.0-7.4 (m, 15H). Starting materials: O=C(N=C=S)c1ccccc1, CC(C)=O, Cn1cnc(C(N)=O)c1N. The product is Cn1cnc(C(N)=O)c1NC(=S)NC(=O)c1ccccc1. Reaction SMILES: [C:11]([c:12]1[cH:13][cH:14][cH:15][cH:16][cH:17]1)(=[O:18])[N:19]=[C:20]=[S:21].[CH3:22][C:23](=[O:24])[CH3:25].[NH2:1][c:2]1[c:3]([C:8](=[O:9])[NH2:10])[n:4][cH:5][n:6]1[CH3:7]>>[NH:1]([c:2]1[c:3]([C:8](=[O:9])[NH2:10])[n:4][cH:5][n:6]1[CH3:7])[C:20]([NH:19][C:11]([c:12]1[cH:13][cH:14][cH:15][cH:16][cH:17]1)=[O:18])=[S:21]. Starting materials: C1=NC=CC2=C(C=CC=C12)C(C(=O)OCC)C (ethyl 2-(5-isoquinolinyl)propanoate), CS(=O)C (DMSO). The product is C1=NC=CC2=C(C=CC=C12)C(C(=O)OCC)(C)C (ethyl 2-(5-isoquinolinyl)-2-methylpropanoate). Reaction SMILES: [CH:1]1[C:10]2[C:5](=[C:6]([CH:11]([CH3:17])[C:12]([O:14][CH2:15][CH3:16])=[O:13])[CH:7]=[CH:8][CH:9]=2)[CH:4]=[CH:3][N:2]=1.[CH3:18]S(C)=O>>[CH:1]1[C:10]2[C:5](=[C:6]([C:11]([CH3:18])([CH3:17])[C:12]([O:14][CH2:15][CH3:16])=[O:13])[CH:7]=[CH:8][CH:9]=2)[CH:4]=[CH:3][N:2]=1. Procedure details: The title compound was prepared using the procedure described in Example 248 using ethyl 2-(5-isoquinolinyl)propanoate instead of ethyl 5-isoquinolinylacetate. MS (ESI+) m/z 244 (M+H)+; MS (ESI−) m/z 242 (M−H)−; 1H NMR (DMSO, 300 MHz) rotamers δ 0.98, 1.08 (t, J 7.1, 3H), 1.67 (s, 6H), 4.58 (q, J 7.1, 1H), 7.53 (m, 1H), 7.82 (m, 1H), 7.97 (m, 1H), 8.05 (m, 1H), 8.55, 8.50 (d, J 6.1, 1H), 9.33 (s, 1H). Reactants: C(C)N1C(C=CC=C1)=O (1-ethyl-2-pyridone), COC1=CC=C(C=C1)P1(SP(S1)(=S)C1=CC=C(C=C1)OC)=S (2,4-bis-(4-methoxyphenyl)-2,4-dithioxo1,3,2,4-dithiadiphosphetane). Run in C1=CC=CC=C1 (benzene). Product: C(C)N1C(C=CC=C1)=S (1-ethyl-2-pyridine-thione). Isolated yield 187.0%. RXN SMILES: [CH2:1]([N:3]1[CH:8]=[CH:7][CH:6]=[CH:5][C:4]1=O)[CH3:2].COC1C=CC(P2(=S)SP(C3C=CC(OC)=CC=3)(=S)[S:19]2)=CC=1>C1C=CC=CC=1>[CH2:1]([N:3]1[CH:8]=[CH:7][CH:6]=[CH:5][C:4]1=[S:19])[CH3:2]. Procedure details: Under an inert atmosphere, 1.23 g of 1-ethyl-2-pyridone and 25 ml of benzene were mixed together and then under vigorous stirring, 2.02 g of 2,4-bis-(4-methoxyphenyl)-2,4-dithioxo1,3,2,4-dithiadiphosphetane (Lawesson's reagent) were added all at once with stirring at reflux for 2 hours. After cooling and filtering, the filtrate was taken to dryness by distilling under reduced pressure, and the 3.8 g of residue were chromatographed on silica and eluted with a mixture of methylene chloride and eth...